Dataset: the Open Reaction Database (ORD), a public repository of structured organic reaction records. Task: describe an organic reaction: reactants, conditions, products, and yield The reactants are C1CCC2CNCC2C1, O=C1CC(=Cc2ccccc2)C(=O)O1, ClCCl. Product: O=C(O)C(=Cc1ccccc1)CC(=O)N1CC2CCCCC2C1. Reaction SMILES: [CH2:15]1[NH:16][CH2:17][CH:18]2[CH2:19][CH2:20][CH2:21][CH2:22][CH:23]12.[CH:1]([c:2]1[cH:3][cH:4][cH:5][cH:6][cH:7]1)=[C:8]1[C:9](=[O:10])[O:11][C:12](=[O:14])[CH2:13]1.[Cl:24][CH2:25][Cl:26]>>[CH:1]([c:2]1[cH:3][cH:4][cH:5][cH:6][cH:7]1)=[C:8]([C:9](=[O:10])[OH:11])[CH2:13][C:12](=[O:14])[N:16]1[CH2:15][CH:23]2[CH:18]([CH2:17]1)[CH2:19][CH2:20][CH2:21][CH2:22]2.